Dataset: the Open Reaction Database (ORD), a public repository of structured organic reaction records. Task: describe an organic reaction: reactants, conditions, products, and yield The yield is 88.5%. Run in O (water), C1CCOC1 (THF). RXN SMILES: O.[OH-].[Li+].[F:4][CH2:5][CH:6]([O:9][C:10]1[CH:11]=[C:12]([O:25][C:26]2[N:27]=[CH:28][C:29]([C:32]([O:34]C)=[O:33])=[N:30][CH:31]=2)[CH:13]=[C:14]([C:16]([NH:18][C:19]2[CH:23]=[CH:22][N:21]([CH3:24])[N:20]=2)=[O:17])[CH:15]=1)[CH2:7][F:8]>O.C1COCC1>[F:4][CH2:5][CH:6]([O:9][C:10]1[CH:11]=[C:12]([O:25][C:26]2[N:27]=[CH:28][C:29]([C:32]([OH:34])=[O:33])=[N:30][CH:31]=2)[CH:13]=[C:14]([C:16]([NH:18][C:19]2[CH:23]=[CH:22][N:21]([CH3:24])[N:20]=2)=[O:17])[CH:15]=1)[CH2:7][F:8] |f:0.1.2|. Reactants: O.[OH-].[Li+] (Lithium hydroxide monohydrate), FCC(CF)OC=1C=C(C=C(C1)C(=O)NC1=NN(C=C1)C)OC=1N=CC(=NC1)C(=O)OC (methyl 5-[(3-{[2-fluoro-1-(fluoromethyl)ethyl]oxy}-5-{[(1-methyl-1H-pyrazol-3-yl)amino]carbonyl}phenyl)oxy]pyrazine-2-carboxylate). Reported procedure: Lithium hydroxide monohydrate (77 mg, 1.82 mmol) in water (2 mL) was added to methyl 5-[(3-{[2-fluoro-1-(fluoromethyl)ethyl]oxy}-5-{[(1-methyl-1H-pyrazol-3-yl)amino]carbonyl}phenyl)oxy]pyrazine-2-carboxylate (325 mg, 0.73 mmol) in THF (4 mL) and the mixture stirred at RT for 20 hours. The THF was removed in vacuo and the aqueous residue washed with ethyl acetate to remove impurities then acidified with 1M citric acid. Ethyl acetate was added and a white solid removed by filtration and dried in v... The product is FCC(CF)OC=1C=C(C=C(C1)C(=O)NC1=NN(C=C1)C)OC=1N=CC(=NC1)C(=O)O (5-[(3-{[2-Fluoro-1-(fluoromethyl)ethyl]oxy}-5-{[(1-methyl-1H-pyrazol-3-yl)amino]carbonyl}phenyl)oxy]pyrazine-2-carboxylic acid). Conditions: time 20 hour.